From a dataset of the Open Reaction Database (ORD), a public repository of structured organic reaction records. describe an organic reaction: reactants, conditions, products, and yield The reactants are C(=O)(OCC1=CC=CC=C1)N1C(CCC1)C=CC(C)=O (1-(N-Cbz-2-pyrrolidinyl)-1-buten-3-one), Cl.NO (hydroxylamine HCl), C(C)(=O)[O-].[Na+] (sodium acetate). Solvent: CO (methanol). Reaction conditions: time 1 hour. The product is C(=O)(OCC1=CC=CC=C1)N1C(CCC1)C=CC(C)=NO (1-(N-Cbz-2-pyrrolidinyl)-1-buten-3-one oxime). Isolated yield 96.0%. As a reaction SMILES: [C:1]([N:11]1[CH2:15][CH2:14][CH2:13][CH:12]1[CH:16]=[CH:17][C:18](=O)[CH3:19])([O:3][CH2:4][C:5]1[CH:10]=[CH:9][CH:8]=[CH:7][CH:6]=1)=[O:2].Cl.[NH2:22][OH:23].C([O-])(=O)C.[Na+]>CO>[C:1]([N:11]1[CH2:15][CH2:14][CH2:13][CH:12]1[CH:16]=[CH:17][C:18](=[N:22][OH:23])[CH3:19])([O:3][CH2:4][C:5]1[CH:10]=[CH:9][CH:8]=[CH:7][CH:6]=1)=[O:2] |f:1.2,3.4|. Procedure: To a stirred solution of the compound from step 24e above (5.29 g, 19.3 mmol) in 30 mL of methanol were added, in small portions, 1.34 g (19.36 mmol) of hydroxylamine HCl and 1.59 g (19.36 mmol) of sodium acetate. The reaction mixture was stirred at room temperature for 1 hr, then the solvent was removed. The residue was suspended in 30 mL of water and extracted with ether. The extract was dried over Na2SO4 and concentrated to afford the title product as a syrup (5.34 g, 96% yield). IR 3328, 303...